From a dataset of the Open Reaction Database (ORD), a public repository of structured organic reaction records. describe an organic reaction: reactants, conditions, products, and yield Starting materials: N#CCC1CC(CC(=O)O)OCO1, CO, [H][H], N, O. Yields the product NCCC1CC(CC(=O)O)OCO1. As a reaction SMILES: [C:1](#[N:2])[CH2:3][CH:4]1[CH2:5][CH:6]([CH2:10][C:11](=[O:12])[OH:13])[O:7][CH2:8][O:9]1.[CH3:18][OH:19].[H:16][H:17].[NH3:14].[OH2:15]>>[CH2:1]([NH2:2])[CH2:3][CH:4]1[CH2:5][CH:6]([CH2:10][C:11](=[O:12])[OH:13])[O:7][CH2:8][O:9]1. Starting materials: ClC1=CC(=C2C(C(=CN3CCCC1=C23)C(=O)O)=O)Cl (8,10-dichloro-6,7-dihydro-1-oxo-1H,5H-benzo[ij]quinolizine-2-carboxylic acid), N1CCNCC1 (piperazine). Solvent: CS(=O)C (dimethyl sulfoxide). The product is Cl.N1(CCNCC1)C1=CC(=C2C(C(=CN3CCCC1=C23)C(=O)O)=O)Cl (8-(1-piperazinyl)-10-chloro-6,7-dihydro-1-oxo-1H,5H-benzo[ij]quinolizine-2-carboxylic acid hydrochloride). The yield is 15.9%. Reaction SMILES: [Cl:1][C:2]1[C:13]2=[C:14]3[N:9]([CH2:10][CH2:11][CH2:12]2)[CH:8]=[C:7]([C:15]([OH:17])=[O:16])[C:6](=[O:18])[C:5]3=[C:4]([Cl:19])[CH:3]=1.[NH:20]1[CH2:25][CH2:24][NH:23][CH2:22][CH2:21]1>CS(C)=O>[ClH:1].[N:20]1([C:2]2[C:13]3=[C:14]4[N:9]([CH2:10][CH2:11][CH2:12]3)[CH:8]=[C:7]([C:15]([OH:17])=[O:16])[C:6](=[O:18])[C:5]4=[C:4]([Cl:19])[CH:3]=2)[CH2:25][CH2:24][NH:23][CH2:22][CH2:21]1 |f:3.4|. Procedure: 4.4 g of 8,10-dichloro-6,7-dihydro-1-oxo-1H,5H-benzo[ij]quinolizine-2-carboxylic acid and 4.5 g of piperazine were added to 10 ml of anhydrous dimethyl sulfoxide and the mixture was heated on an oil bath at 160° to 170° C. for 7 hours while stirring. Treatment of the reaction mixture in an analogous manner as in Example 4 gave 0.9 g of 8-(1-piperazinyl)-10-chloro-6,7-dihydro-1-oxo-1H,5H-benzo[ij]quinolizine-2-carboxylic acid hydrochloride as white amorphous crystals having a melting point of 300... Starting materials: CC(C)(C)S(=O)N[C@H](C#C)C1=NC=C(C=C1)OCC(F)(F)F (2-methyl-N-{(1R)-1-[5-(2,2,2-trifluoroethoxy)pyridin-2-yl]prop-2-ynyl}propane-2-sulfinamide), N(=[N+]=[N-])C(C(=O)O)(C)C (2-azido-2-methylpropanoic acid), O=C1C(O)=C([O-])[C@H](O1)[C@@H](O)CO.[Na+] (sodium ascorbate), solution. Reagents/catalysts: S(=O)(=O)([O-])[O-].[Cu+2] (copper (II) sulfate). Run in O (water), C(C)(C)(C)O (t-butanol). Reaction conditions: time 24 hour. Product: C(C)(C)(C)S(=O)N[C@@H](C=1N=NN(C1)C(C(=O)O)(C)C)C1=NC=C(C=C1)OCC(F)(F)F (2-(4-{(S)-[(tert-butylsulfinyl)amino][5-(2,2,2-trifluoroethoxy)pyridin-2-yl]methyl}-1H-1,2,3-triazol-1-yl)-2-methylpropanoic acid). Isolated yield 43.2%. Reaction SMILES: [CH3:1][C:2]([S:5]([NH:7][C@@H:8]([C:11]1[CH:16]=[CH:15][C:14]([O:17][CH2:18][C:19]([F:22])([F:21])[F:20])=[CH:13][N:12]=1)[C:9]#[CH:10])=[O:6])([CH3:4])[CH3:3].[N:23]([C:26]([CH3:31])([CH3:30])[C:27]([OH:29])=[O:28])=[N+:24]=[N-:25].O=C1O[C@H]([C@H](CO)O)C([O-])=C1O.[Na+]>O.C(O)(C)(C)C.S([O-])([O-])(=O)=O.[Cu+2]>[C:2]([S:5]([NH:7][C@H:8]([C:11]1[CH:16]=[CH:15][C:14]([O:17][CH2:18][C:19]([F:22])([F:20])[F:21])=[CH:13][N:12]=1)[C:9]1[N:25]=[N:24][N:23]([C:26]([CH3:31])([CH3:30])[C:27]([OH:29])=[O:28])[CH:10]=1)=[O:6])([CH3:1])([CH3:3])[CH3:4] |f:2.3,6.7|. Procedure: To a solution of 0.50 g (1.5 mmol) 2-methyl-N-{(1R)-1-[5-(2,2,2-trifluoroethoxy)pyridin-2-yl]prop-2-ynyl}propane-2-sulfinamide in 3.0 mL water and 3.0 mL t-butanol was added 1.8 mL (1.5 mmol) 2-azido-2-methylpropanoic acid, 0.15 mL (0.15 mmol) 1.0M aqueous sodium ascorbate solution, and 15 μL (0.02 mmol) 1.0M solution of aqueous copper (II) sulfate. After 24 h at room temperature, the reaction mixture was quenched with water, acidified with 1N HCl, extracted three times with ethyl acetate, and w... Reactants: O=C(NCC1NCC2CC21)C(F)(F)F, Cc1ccc(-c2sccc2C(=O)O)cc1. Product: Cc1ccc(-c2sccc2C(=O)N2CC3CC3C2CNC(=O)C(F)(F)F)cc1. As a reaction SMILES: [CH:1]12[CH:2]([CH2:7][NH:8][C:9]([C:10]([F:11])([F:12])[F:13])=[O:14])[NH:3][CH2:4][CH:5]1[CH2:6]2.[c:15]1([CH3:29])[cH:16][cH:17][c:18](-[c:21]2[s:22][cH:23][cH:24][c:25]2[C:26](=[O:27])[OH:28])[cH:19][cH:20]1>>[CH:1]12[CH:2]([CH2:7][NH:8][C:9]([C:10]([F:11])([F:12])[F:13])=[O:14])[N:3]([C:26]([c:25]3[c:21](-[c:18]4[cH:17][cH:16][c:15]([CH3:29])[cH:20][cH:19]4)[s:22][cH:23][cH:24]3)=[O:27])[CH2:4][CH:5]1[CH2:6]2. Reactants: O=C([O-])[O-], Cc1nc(-c2nccs2)ncc1C(=O)O, CC(C)(O)CCc1cn(N)c2ccc(F)cc12, [Na+], [Na+], CN(C)C=O. The product is Cc1nc(-c2nccs2)ncc1C(=O)Nn1cc(CCC(C)(C)O)c2cc(F)ccc21. As a reaction SMILES: [C:38](=[O:39])([O-:40])[O-:41].[CH3:1][c:2]1[n:3][c:4](-[c:11]2[s:12][cH:13][cH:14][n:15]2)[n:5][cH:6][c:7]1[C:8](=[O:9])[OH:10].[NH2:16][n:17]1[cH:18][c:19]([CH2:27][CH2:28][C:29]([CH3:30])([OH:31])[CH3:32])[c:20]2[cH:21][c:22]([F:26])[cH:23][cH:24][c:25]12.[Na+:42].[Na+:43].[O:33]=[CH:34][N:35]([CH3:36])[CH3:37]>>[CH3:1][c:2]1[n:3][c:4](-[c:11]2[s:12][cH:13][cH:14][n:15]2)[n:5][cH:6][c:7]1[C:8](=[O:10])[NH:16][n:17]1[cH:18][c:19]([CH2:27][CH2:28][C:29]([CH3:30])([OH:31])[CH3:32])[c:20]2[cH:21][c:22]([F:26])[cH:23][cH:24][c:25]12. As a reaction SMILES: [C:1]1([C:7]2[C:16]3[C:11](=[CH:12][N:13]=[CH:14][CH:15]=3)[C:10]3[CH:17]=[CH:18][C:19]([C:21]([O:23]C)=[O:22])=[CH:20][C:9]=3[N:8]=2)[CH:6]=[CH:5][CH:4]=[CH:3][CH:2]=1.CCO.[OH-].[Na+].Cl>O>[C:1]1([C:7]2[C:16]3[C:11](=[CH:12][N:13]=[CH:14][CH:15]=3)[C:10]3[CH:17]=[CH:18][C:19]([C:21]([OH:23])=[O:22])=[CH:20][C:9]=3[N:8]=2)[CH:2]=[CH:3][CH:4]=[CH:5][CH:6]=1 |f:2.3|. Yield: 86.1%. The product is C1(=CC=CC=C1)C1=NC2=C(C3=CN=CC=C13)C=CC(=C2)C(=O)O (5-phenylbenzo[c][2,6]naphthyridine-8-carboxylic acid). Reported procedure: methyl 5-phenylbenzo[c][2,6]naphthyridine-8-carboxylate (147 mg, 0.468 mmol) was reacted with EtOH (3 ml) and 6 N NaOH (1 ml) at 60° C. for 2 hours. Water was added and the mixture acidified using 6N HCl. The solid was filtered and washed with water. The material was triturated in AcOEt/hexanes, filtered and dried to afford 5-phenylbenzo[c][2,6]naphthyridine-8-carboxylic acid as an off-white solid (121 mg, 86% yield). LCMS (ES): >95% pure, m/z 301[M+1]+. Solvent: O (Water). Starting materials: C1(=CC=CC=C1)C1=NC2=C(C3=CN=CC=C13)C=CC(=C2)C(=O)OC (methyl 5-phenylbenzo[c][2,6]naphthyridine-8-carboxylate), CCO (EtOH), [OH-].[Na+] (NaOH), Cl (HCl). Reactants: S(O)(O)(=O)=O (sulfuric acid), COC1=CC=C(CNCC(C2=CC(=C(C=C2)OC)OC)O)C=C1 (α-[[(4-methoxybenzyl)amino]methyl]-3,4-dimethoxybenzyl alcohol), chlroform-methanol. Solvent: FC(C(=O)O)(F)F (trifluoroacetic acid). Yields the product COC=1C=C2C(CNCC2=CC1)C1=CC(=C(C=C1)OC)OC (6-methoxy-4-(3,4-dimethoxyphenyl)-1,2,3,4-tetrahydroisoquinoline). The yield is 88.2%. As a reaction SMILES: [CH3:1][O:2][C:3]1[CH:23]=[CH:22][C:6]([CH2:7][NH:8][CH2:9][CH:10](O)[C:11]2[CH:16]=[CH:15][C:14]([O:17][CH3:18])=[C:13]([O:19][CH3:20])[CH:12]=2)=[CH:5][CH:4]=1.S(=O)(=O)(O)O>FC(F)(F)C(O)=O>[CH3:1][O:2][C:3]1[CH:23]=[C:22]2[C:6](=[CH:5][CH:4]=1)[CH2:7][NH:8][CH2:9][CH:10]2[C:11]1[CH:16]=[CH:15][C:14]([O:17][CH3:18])=[C:13]([O:19][CH3:20])[CH:12]=1. Procedure details: α-[[(4-methoxybenzyl)amino]methyl]-3,4-dimethoxybenzyl alcohol (950 mg) was dissolved in 7.2 ml of trifluoroacetic acid, and after adding thereto 0.22 ml of conc. sulfuric acid under cie cooling, the reaction was allowed to react for 45 minutes. The reaction solution was concentrated, and subjected to azeotropic distillation with toluene 2 times. After adding chloroform, the mixture was basified by addition of 28% aqueous ammonia under ice cooling. By a separating procedure, the chloroform layer...